Dataset: the Open Reaction Database (ORD), a public repository of structured organic reaction records. Task: describe an organic reaction: reactants, conditions, products, and yield Starting materials: FC1(CCN(CC1)C1CCC(CC1)=O)F (4-(4,4-difluoro-piperidin-1-yl)-cyclohexanone), N1CCCC1 (pyrrolidine), C1(=CC=C(C=C1)S(=O)(=O)O)C (p-toluenesulfonic acid). The solvent is C1CCCCC1 (cyclohexane). Product: FC1(CCN(CC1)C1CC=C(CC1)N1CCCC1)F (4,4-difluoro-1-(4-pyrrolidin-1-yl-cyclohex-3-enyl)-piperidine). The yield is 96.2%. As a reaction SMILES: [F:1][C:2]1([F:15])[CH2:7][CH2:6][N:5]([CH:8]2[CH2:13][CH2:12][C:11](=O)[CH2:10][CH2:9]2)[CH2:4][CH2:3]1.[NH:16]1[CH2:20][CH2:19][CH2:18][CH2:17]1.C1(C)C=CC(S(O)(=O)=O)=CC=1>C1CCCCC1>[F:1][C:2]1([F:15])[CH2:7][CH2:6][N:5]([CH:8]2[CH2:13][CH2:12][C:11]([N:16]3[CH2:20][CH2:19][CH2:18][CH2:17]3)=[CH:10][CH2:9]2)[CH2:4][CH2:3]1. Procedure: Heat a solution of 4-(4,4-difluoro-piperidin-1-yl)-cyclohexanone (1.93 g 8.88 mmol), pyrrolidine (0.89 mL, 10.7 mmol) and p-toluenesulfonic acid (1 crystal) in cyclohexane (50 mL) to reflux with a Dean-Stark trap for 7 h. Cool the solution and filter through a plug of cotton wool. Evaporate to give 2.31 g, 96% yield of 4,4-difluoro-1-(4-pyrrolidin-1-yl-cyclohex-3-enyl)-piperidine as an oil. The reactants are ClC=1C=C(C=CC1Cl)C(CC=O)C1N(C(C2=CC(=CC=C12)O)=O)C (3-(3,4-Dichlorophenyl)-3-(5-hydroxy-2-methyl-3-oxo-2,3-dihydro-1H-isoindol-1-yl)propionaldehyde), O=C1N(CCCN1)C1CCNCC1 (4-(2-oxoperhydropyrimidine-1-yl)piperidine). Yields the product Cl.ClC=1C=C(C=CC1Cl)C(CCN1CCC(CC1)N1C(NCCC1)=O)C1N(C(C2=CC(=CC=C12)O)=O)C (3-[1-(3,4-Dichlorophenyl)-3-(4-(2-oxoperhydropyrimidine-1-yl)piperidino)propyl]-6-hydroxy-2-methyl-2,3-dihydroisoindol-1-one hydrochloride). Yield: 122.7%. RXN SMILES: [Cl:1][C:2]1[CH:3]=[C:4]([CH:9]([CH:13]2[C:21]3[C:16](=[CH:17][C:18]([OH:22])=[CH:19][CH:20]=3)[C:15](=[O:23])[N:14]2[CH3:24])[CH2:10][CH:11]=O)[CH:5]=[CH:6][C:7]=1[Cl:8].[O:25]=[C:26]1[NH:31][CH2:30][CH2:29][CH2:28][N:27]1[CH:32]1[CH2:37][CH2:36][NH:35][CH2:34][CH2:33]1>>[ClH:1].[Cl:1][C:2]1[CH:3]=[C:4]([CH:9]([CH:13]2[C:21]3[C:16](=[CH:17][C:18]([OH:22])=[CH:19][CH:20]=3)[C:15](=[O:23])[N:14]2[CH3:24])[CH2:10][CH2:11][N:35]2[CH2:36][CH2:37][CH:32]([N:27]3[CH2:28][CH2:29][CH2:30][NH:31][C:26]3=[O:25])[CH2:33][CH2:34]2)[CH:5]=[CH:6][C:7]=1[Cl:8] |f:2.3|. Reported procedure: 3-(3,4-Dichlorophenyl)-3-(5-hydroxy-2-methyl-3-oxo-2,3-dihydro-1H-isoindol-1-yl)propionaldehyde (0.23 g) was coupled to 4-(2-oxoperhydropyrimidine-1-yl)piperidine (0.136 g) by a method similar to that described in Example 8. The reaction product was not purified by chromatography but converted to the corresponding hydrochloride salt as described in the Example 8 to afford the title compound (0.220 g); mp 200°-210° C.; MS: m/z=531(M+1); NMR: 1.0 (s,3), 1.99 (s,1), 2.36 (m,2), 2.7 (m,2), 3.26 (s,3... Starting materials: O (H2O), ClCC(=O)C=1C=C2CC(NC2=CC1)=O (5-(2-chloroacetyl)indolin-2-one), [Na+].[I-] (NaI), [N-]=[N+]=[N-].[Na+] (NaN3). The solvent is CCOC(=O)C (EtOAc), CN(C)C=O (DMF). Reaction conditions: time 2 hour. Yields the product N(=[N+]=[N-])CC(=O)C=1C=C2CC(NC2=CC1)=O (5-(2-azidoacetyl)indolin-2-one). Isolated yield 36.6%. As a reaction SMILES: Cl[CH2:2][C:3]([C:5]1[CH:6]=[C:7]2[C:11](=[CH:12][CH:13]=1)[NH:10][C:9](=[O:14])[CH2:8]2)=[O:4].[Na+].[I-].[N-:17]=[N+:18]=[N-:19].[Na+].O>CN(C=O)C.CCOC(C)=O>[N:17]([CH2:2][C:3]([C:5]1[CH:6]=[C:7]2[C:11](=[CH:12][CH:13]=1)[NH:10][C:9](=[O:14])[CH2:8]2)=[O:4])=[N+:18]=[N-:19] |f:1.2,3.4|. Reported procedure: To a solution of 5-(2-chloroacetyl)indolin-2-one (1.0 g, 4.8 mmol) in DMF (20 ml) was added NaI (0.14 g, 0.96 mmol) and NaN3 (0.37 g, 5.7 mmol), and the mixture was stirred for 2 h at room temperature. H2O and EtOAc were added to the mixture, and the resulting precipitate was filtered and dried to afford 5-(2-azidoacetyl)indolin-2-one (0.38 g, 37%). Starting materials: C(C=C)N(C1=C(C=CC=C1)CC=C)C (N,2-Diallyl-N-methylaniline), C(C)(=O)[O-].[Na+] (sodium acetate), P(=O)(Cl)(Cl)Cl (phosphorous oxychloride), ice water. Run in CN(C)C=O (DMF), CN(C)C=O (DMF). Conditions: temperature 100 celsius, time 0.5 hour. Product: C(C=C)C=1C=C(C=O)C=CC1N(C)CC=C (3-allyl-4-(N-allyl-N-methylamino)benzaldehyde). Reaction SMILES: P(Cl)(Cl)(Cl)=O.[CH2:6]([N:9]([CH3:19])[C:10]1[CH:15]=[CH:14][CH:13]=[CH:12][C:11]=1[CH2:16][CH:17]=[CH2:18])[CH:7]=[CH2:8].[C:20]([O-])(=[O:22])C.[Na+]>CN(C=O)C>[CH2:16]([C:11]1[CH:12]=[C:13]([CH:14]=[CH:15][C:10]=1[N:9]([CH2:6][CH:7]=[CH2:8])[CH3:19])[CH:20]=[O:22])[CH:17]=[CH2:18] |f:2.3|. Procedure details: To dry DMF (25 ml) is added phosphorous oxychloride (15.4 g, 0.10 mol) at 0°-5° C. with mechanical stirring over 0.5 hours. N,2-Diallyl-N-methylaniline (18.7 g, 0.10 mol) in DMF (10 ml) is added in a slow stream with stirring. The mixture is heated to 100° C. with stirring for two hours. The mixture is cooled, poured into ice water (200 ml) and neutralized by slow addition of saturated sodium acetate (150 ml) with stirring. The mixture is extracted with ether two times. The extracts are washed w... Starting materials: CC(C)(C)OC(=O)N1CCc2ccc(Cl)c(CBr)c2CC1, CCO, Cc1ccccc1, [Na+], [Na+], O=C([O-])[O-], O, OB(O)c1cccnc1. Yields the product CC(C)(C)OC(=O)N1CCc2ccc(Cl)c(Cc3cccnc3)c2CC1. Reaction SMILES: [Br:1][CH2:2][c:3]1[c:4]([Cl:21])[cH:5][cH:6][c:7]2[c:13]1[CH2:12][CH2:11][N:10]([C:14](=[O:15])[O:16][C:17]([CH3:18])([CH3:19])[CH3:20])[CH2:9][CH2:8]2.[CH3:37][CH2:38][OH:39].[CH3:40][c:41]1[cH:42][cH:43][cH:44][cH:45][cH:46]1.[Na+:31].[Na+:32].[O-:33][C:34](=[O:35])[O-:36].[OH2:47].[n:22]1[cH:23][c:24]([B:28]([OH:29])[OH:30])[cH:25][cH:26][cH:27]1>>[CH2:2]([c:3]1[c:4]([Cl:21])[cH:5][cH:6][c:7]2[c:13]1[CH2:12][CH2:11][N:10]([C:14](=[O:15])[O:16][C:17]([CH3:18])([CH3:19])[CH3:20])[CH2:9][CH2:8]2)[c:24]1[cH:23][n:22][cH:27][cH:26][cH:25]1. The reagents and catalysts are [Pd] (palladium). Procedure: The N-(3,3-dichloro-1-ethyl-1-methyl-2-oxopropyl)-4-diethylaminobenzamide (390 mg) prepared in the previous step, 50 mL of ethanol and 75 mg of 5% palladium over charcoal were placed in a hydrogenation bottle and hydrogenated in a Parr apparatus (50 psia, room temperature) for 3 hours. The reaction mixture was filtered through celite and the solvent eliminated under reduced pressure, to yield a crude product. The crude product was dissolved in ethyl acetate and then shaken with saturated aqueous... Yields the product ClCC(C(C)(CC)NC(C1=CC=C(C=C1)N(CC)CC)=O)=O (N-(3-chloro-1-ethyl-1-methyl-2-oxopropyl)-4-diethylamino-benzamide). As a reaction SMILES: [Cl:1][CH:2](Cl)[C:3](=[O:22])[C:4]([NH:8][C:9](=[O:21])[C:10]1[CH:15]=[CH:14][C:13]([N:16]([CH2:19][CH3:20])[CH2:17][CH3:18])=[CH:12][CH:11]=1)([CH2:6][CH3:7])[CH3:5].C(O)C.C.C(=O)(O)[O-].[Na+]>C(OCC)(=O)C.[Pd]>[Cl:1][CH2:2][C:3](=[O:22])[C:4]([NH:8][C:9](=[O:21])[C:10]1[CH:11]=[CH:12][C:13]([N:16]([CH2:17][CH3:18])[CH2:19][CH3:20])=[CH:14][CH:15]=1)([CH2:6][CH3:7])[CH3:5] |f:3.4|. Run at time 3 hour. The solvent is C(C)(=O)OCC (ethyl acetate). The reactants are crude product, C([O-])(O)=O.[Na+] (sodium bicarbonate), ClC(C(C(C)(CC)NC(C1=CC=C(C=C1)N(CC)CC)=O)=O)Cl (N-(3,3-dichloro-1-ethyl-1-methyl-2-oxopropyl)-4-diethylaminobenzamide), C(C)O (ethanol), C (charcoal). Isolated yield 76.6%. Starting materials: N1CCC(CC1)N1C(NC2=CC=CC=C2C1)=O (3-(piperidin-4-yl)-3,4-dihydroquinazolin-2(1H)-one), CC1=CC(=CC2=CN(N=C12)COCC[Si](C)(C)C)CC(C=1N(C=CN1)CC=1C=NC=CC1)NC(OC(C)(C)C)=O (tert-Butyl 2-(7-methyl-2-((2-(trimethylsilyl)ethoxy)methyl)-2H-indazol-5-yl)-1-(1-(pyridin-3-ylmethyl)-1H-imidazol-2-yl)ethylcarbamate), Cl (hydrochloric acid), C(=O)(C=1NC=CN1)C=1NC=CN1 (carbonyl diimidazole), N′N-diisopropylethylamine. Run in C(C)(=O)OCC (ethyl acetate). Conditions: temperature 0 celsius, time 3 day. Yields the product CC=1C=C(C=C2C=NNC12)CC(C=1N(C=CN1)CC=1C=NC=CC1)NC(=O)N1CCC(CC1)N1C(NC2=CC=CC=C2C1)=O ((±)-N-(2-(7-Methyl-1H-indazol-5-yl)-1-(1-(pyridin-3-ylmethyl)-1H-imidazol-2-yl)ethyl)-4-(2-oxo-1,2-dihydroquinazolin-3(4H)-yl)piperidine-1-carboxamide). As a reaction SMILES: [CH3:1][C:2]1[C:10]2[C:6](=[CH:7][N:8](COCC[Si](C)(C)C)[N:9]=2)[CH:5]=[C:4]([CH2:19][CH:20]([NH:33][C:34](=O)[O:35]C(C)(C)C)[C:21]2[N:22]([CH2:26][C:27]3[CH:28]=[N:29][CH:30]=[CH:31][CH:32]=3)[CH:23]=[CH:24][N:25]=2)[CH:3]=1.Cl.C(C1NC=CN=1)(C1NC=CN=1)=O.[NH:54]1[CH2:59][CH2:58][CH:57]([N:60]2[CH2:69][C:68]3[C:63](=[CH:64][CH:65]=[CH:66][CH:67]=3)[NH:62][C:61]2=[O:70])[CH2:56][CH2:55]1>C(OCC)(=O)C>[CH3:1][C:2]1[CH:3]=[C:4]([CH2:19][CH:20]([NH:33][C:34]([N:54]2[CH2:55][CH2:56][CH:57]([N:60]3[CH2:69][C:68]4[C:63](=[CH:64][CH:65]=[CH:66][CH:67]=4)[NH:62][C:61]3=[O:70])[CH2:58][CH2:59]2)=[O:35])[C:21]2[N:22]([CH2:26][C:27]3[CH:28]=[N:29][CH:30]=[CH:31][CH:32]=3)[CH:23]=[CH:24][N:25]=2)[CH:5]=[C:6]2[C:10]=1[NH:9][N:8]=[CH:7]2. Reported procedure: tert-Butyl 2-(7-methyl-2-((2-(trimethylsilyl)ethoxy)methyl)-2H-indazol-5-yl)-1-(1-(pyridin-3-ylmethyl)-1H-imidazol-2-yl)ethylcarbamate (51.0 mg, 0.091 mmol) was dissolved in a minimum amount of ethyl acetate, and treated with hydrochloric acid (4 N in dioxane, 1.5 mL). The mixture was stirred under nitrogen for 3 days. After removal of the solvents, the crude mixture was treated with diethyl ether to give a precipitate which was filtered. The resulting solid was dissolved in dimethylformamide (1... The reactants are CCCC[Sn](CCCC)CCCC, Cc1ccccc1, CC(Cl)(C=O)c1ccc(Cl)cc1Cl, c1c[nH]cn1. The product is CC1(c2ccc(Cl)cc2Cl)OC1n1ccnc1. RXN SMILES: [CH2:6]([Sn:7]([CH2:8][CH2:9][CH2:10][CH3:11])[CH2:12][CH2:13][CH2:14][CH3:15])[CH2:16][CH2:17][CH3:18].[CH3:32][c:33]1[cH:34][cH:35][cH:36][cH:37][cH:38]1.[Cl:19][C:20]([CH:21]=[O:22])([CH3:23])[c:24]1[c:25]([Cl:31])[cH:26][c:27]([Cl:30])[cH:28][cH:29]1.[nH:1]1[cH:2][n:3][cH:4][cH:5]1>>[n:1]1([CH:21]2[C:20]([CH3:23])([c:24]3[c:25]([Cl:31])[cH:26][c:27]([Cl:30])[cH:28][cH:29]3)[O:22]2)[cH:2][n:3][cH:4][cH:5]1. The reactants are C1(=CC=CC=C1)CC(=O)N[C@H]1[C@@H]2N(C(=C(CS2)C=2SC(=NN2)CNC(=O)OC(C)(C)C)C(=S)OC(C2=CC=CC=C2)C2=CC=CC=C2)C1=O (benzhydryl 7β-(2-phenylacetamido)-3-(5-tert-butoxycarbonylaminomethyl-1,3,4-thiadiazol-2-yl)thio-3-cephem-4-carboxylate), C(C)(C)OC(C)C (diisopropyl ether), FC(C(=O)O)(F)F (trifluoroacetic acid). The solvent is ClCCl (dichloromethane), C1(=CC=CC=C1)OC (anisole). Conditions: time 3 hour. The product is FC(C(=O)O)(F)F.C1(=CC=CC=C1)CC(=O)N[C@H]1[C@@H]2N(C(=C(CS2)C=2SC(=NN2)CN)C(=S)O)C1=O (7β-(2-phenylacetamido)-3-(5-aminomethyl-1,3,4-thiadiazol-2-yl)thio-3-cephem-4-carboxylic acid trifluoroacetic acid salt). RXN SMILES: [C:1]1([CH2:7][C:8]([NH:10][C@@H:11]2[C:48](=[O:49])[N:13]3[C:14]([C:32]([O:34]C(C4C=CC=CC=4)C4C=CC=CC=4)=[S:33])=[C:15]([C:18]4[S:19][C:20]([CH2:23][NH:24]C(OC(C)(C)C)=O)=[N:21][N:22]=4)[CH2:16][S:17][C@H:12]23)=[O:9])[CH:6]=[CH:5][CH:4]=[CH:3][CH:2]=1.[F:50][C:51]([F:56])([F:55])[C:52]([OH:54])=[O:53].C(OC(C)C)(C)C>ClCCl.C1(OC)C=CC=CC=1>[F:50][C:51]([F:56])([F:55])[C:52]([OH:54])=[O:53].[C:1]1([CH2:7][C:8]([NH:10][C@@H:11]2[C:48](=[O:49])[N:13]3[C:14]([C:32]([OH:34])=[S:33])=[C:15]([C:18]4[S:19][C:20]([CH2:23][NH2:24])=[N:21][N:22]=4)[CH2:16][S:17][C@H:12]23)=[O:9])[CH:6]=[CH:5][CH:4]=[CH:3][CH:2]=1 |f:5.6|. Procedure details: To a solution of benzhydryl 7β-(2-phenylacetamido)-3-(5-tert-butoxycarbonylaminomethyl-1,3,4-thiadiazol-2-yl)thio-3-cephem-4-carboxylate (683 mg) in a mixture of dichloromethane (2.1 ml) and anisole (0.7 ml) was added trifluoroacetic acid (1.4 ml) under ice-cooling. The mixture was stirred at the same temperature for 30 minutes and at room temperature for 3 hours. The reaction mixture was poured into diisopropyl ether (70 ml). The precipitate was collected by filtration and dried over to give 7β... Starting materials: P(OCC)(OCC)OCC (Triethyl phosphite), C(C)(=O)OCC(CCI)COC(C)=O (4-acetoxy-3-(acetoxymethyl)butyl iodide). The product is C(C)(=O)OCC(CCP(OCC)(OCC)=O)COC(C)=O (Diethyl 4-acetoxy-3-(acetoxymethyl)butylphosphonate). RXN SMILES: [P:1]([O:8][CH2:9][CH3:10])([O:5][CH2:6][CH3:7])[O:2]CC.[C:11]([O:14][CH2:15][CH:16]([CH2:20][O:21][C:22](=[O:24])[CH3:23])[CH2:17][CH2:18]I)(=[O:13])[CH3:12]>>[C:11]([O:14][CH2:15][CH:16]([CH2:20][O:21][C:22](=[O:24])[CH3:23])[CH2:17][CH2:18][P:1](=[O:2])([O:5][CH2:6][CH3:7])[O:8][CH2:9][CH3:10])(=[O:13])[CH3:12]. Reported procedure: Triethyl phosphite (6.58 g, 6.8 ml, 39.67 mmol) and 4-acetoxy-3-(acetoxymethyl)butyl iodide (5 g, 15.87 mmol) were stirred at 130° C. for 9 hours. The reaction mixture was then allowed to cool and the excess of triethyl phosphite was evaporated under reduced pressure. The product distilled at 235° C./0.3 mm Hg, yield 4.6 g, 75%. 1HNMR: δH (CDCl3) 1.33 (6H, t, J=7Hz, (OCH2CH3)2, 1.74 (5H, m, CHCH2CH2P), 2.06 (6H, s, 2xCOCH3), 4.12 (8H, m, (OCH2CH3)2, 2xCH2OAc). Found: C,47.29; H,7.83%. C13H25O7P ...